From a dataset of the Open Reaction Database (ORD), a public repository of structured organic reaction records. describe an organic reaction: reactants, conditions, products, and yield The reactants are NC1=NC(=NC(=N1)N(C1=CC=CC=C1)C)C(=N)NO (4-amino-N-hydroxy-6-(methyl-phenyl-amino)-[1,3,5]triazine-2-carboxamidine), NC1=NC(=NC(=N1)N(C1=CC=CC=C1)C)C(=N)NO (4-amino-N-hydroxy-6-(methyl-phenyl-amino)-[1,3,5]triazine-2-carboxamidine), O1C(=CC=C1)C(=O)Cl (2-furoyl chloride). The solvent is C1(=CC=CC=C1)C (toluene), N1=CC=CC=C1 (pyridine), C1(=CC=CC=C1)C (toluene). Yields the product O1C(=CC=C1)C1=NC(=NO1)C1=NC(=NC(=N1)N(C1=CC=CC=C1)C)N (6-(5-Furan-2-yl-[1,2,4]oxadiazol-3-yl)-N-methyl-N-phenyl-[1,3,5]triazine-2,4-diamine). As a reaction SMILES: [NH2:1][C:2]1[N:7]=[C:6]([N:8]([CH3:15])[C:9]2[CH:14]=[CH:13][CH:12]=[CH:11][CH:10]=2)[N:5]=[C:4]([C:16]([NH:18][OH:19])=[NH:17])[N:3]=1.[O:20]1[CH:24]=[CH:23][CH:22]=[C:21]1[C:25](Cl)=O>C1(C)C=CC=CC=1.N1C=CC=CC=1>[O:20]1[CH:24]=[CH:23][CH:22]=[C:21]1[C:25]1[O:19][N:18]=[C:16]([C:4]2[N:5]=[C:6]([N:8]([CH3:15])[C:9]3[CH:14]=[CH:13][CH:12]=[CH:11][CH:10]=3)[N:7]=[C:2]([NH2:1])[N:3]=2)[N:17]=1. Procedure: To a suspension of 4-amino-N-hydroxy-6-(methyl-phenyl-amino)-[1,3,5]triazine-2-carboxamidine (Intermediate 1, 95 mg, 0.37 mmol) in anhydrous toluene (3 mL) and anhydrous pyridine (1 mL) was added 2-furoyl chloride (53 mg, 0.41 mmol) in a solution of anhydrous toluene (3 mL) at 0 C in a sealed tube under an atmosphere of nitrogen. The reactants are FC=1C=C(C=CC1CC=1C(N(C=2N(C1CCC)N=CN2)[C@@H]2CC[C@@H](CC2)O)=O)C=2C(=CC=CC2)C#N (3′-fluoro-4′-{[4-(cis-4-hydroxycyclohexyl)-5-oxo-7-propyl-4,5-dihydro[1,2,4]triazolo[1,5-a]pyrimidin-6-yl]methyl}biphenyl-2-carbonitrile), FC(S(=O)(=O)O[Si](C)(C)C(C)(C)C)(F)F (tert-butyl(dimethyl)silyl trifluoromethanesulfonate), N1=C(C=CC=C1C)C (2,6-lutidine), [Cl-].O[NH3+] (hydroxylammonium chloride), C(O)([O-])=O.[Na+] (sodium hydrogen carbonate). Solvent: C(C)(=O)OCC (ethyl acetate), O1CCCC1 (tetrahydrofuran), CS(=O)C (dimethyl sulfoxide), CS(=O)C (dimethyl sulfoxide), C(C)(=O)OCC (ethyl acetate). Reaction conditions: temperature 0 celsius, time 3 hour. Product: FC=1C=C(C=CC1CC=1C(N(C=2N(C1CCC)N=CN2)[C@@H]2CC[C@@H](CC2)O)=O)C2=C(C=CC=C2)C2=NOC(N2)=O (6-{[3-fluoro-2′-(5-oxo-4,5-dihydro-1,2,4-oxadiazol-3-yl)biphenyl-4-yl]methyl}-4-(cis-4-hydroxycyclohexyl)-7-propyl[1,2,4]triazolo[1,5-a]pyrimidin-5(4H)-one). Isolated yield 38.0%. Reaction SMILES: [F:1][C:2]1[CH:3]=[C:4]([C:29]2[C:30]([C:35]#[N:36])=[CH:31][CH:32]=[CH:33][CH:34]=2)[CH:5]=[CH:6][C:7]=1[CH2:8][C:9]1[C:10](=[O:28])[N:11]([C@H:21]2[CH2:26][CH2:25][C@@H:24]([OH:27])[CH2:23][CH2:22]2)[C:12]2[N:13]([N:18]=[CH:19][N:20]=2)[C:14]=1[CH2:15][CH2:16][CH3:17].FC(F)(F)S(O[Si](C(C)(C)C)(C)C)(=O)=O.[N:52]1C(C)=CC=CC=1C.[Cl-].O[NH3+].[C:63](=[O:66])([O-])[OH:64].[Na+]>C(OCC)(=O)C.CS(C)=O.O1CCCC1>[F:1][C:2]1[CH:3]=[C:4]([C:29]2[CH:34]=[CH:33][CH:32]=[CH:31][C:30]=2[C:35]2[NH:52][C:63](=[O:66])[O:64][N:36]=2)[CH:5]=[CH:6][C:7]=1[CH2:8][C:9]1[C:10](=[O:28])[N:11]([C@H:21]2[CH2:26][CH2:25][C@@H:24]([OH:27])[CH2:23][CH2:22]2)[C:12]2[N:13]([N:18]=[CH:19][N:20]=2)[C:14]=1[CH2:15][CH2:16][CH3:17] |f:3.4,5.6|. Procedure: A mixture of 3′-fluoro-4′-{[4-(cis-4-hydroxycyclohexyl)-5-oxo-7-propyl-4,5-dihydro[1,2,4]triazolo[1,5-a]pyrimidin-6-yl]methyl}biphenyl-2-carbonitrile (0.085 g), tert-butyl(dimethyl)silyl trifluoromethanesulfonate (0.06 mL), 2,6-lutidine (0.03 mL) and tetrahydrofuran (5 mL) was stirred at 0° C. for 3 hr. The reaction mixture was diluted with ethyl acetate, washed with water and then with saturated brine, and dried over anhydrous magnesium sulfate. The solvent was evaporated under reduced pressure... Starting materials: CC(C)O, O=C(O)CCC(=O)c1ccc(-c2ccc(Cl)cc2F)cc1, NC1CCCCC1. Product: O=C(O)CCC(O)c1ccc(-c2ccc(Cl)cc2F)cc1. Reaction SMILES: [CH:29]([OH:30])([CH3:31])[CH3:32].[F:1][c:2]1[c:3](-[c:9]2[cH:10][cH:11][c:12]([C:15]([CH2:16][CH2:17][C:18](=[O:19])[OH:20])=[O:21])[cH:13][cH:14]2)[cH:4][cH:5][c:6]([Cl:8])[cH:7]1.[NH2:22][CH:23]1[CH2:24][CH2:25][CH2:26][CH2:27][CH2:28]1>>[F:1][c:2]1[c:3](-[c:9]2[cH:10][cH:11][c:12]([CH:15]([CH2:16][CH2:17][C:18](=[O:19])[OH:20])[OH:21])[cH:13][cH:14]2)[cH:4][cH:5][c:6]([Cl:8])[cH:7]1. Conditions: temperature 125 celsius, time 30 second. The reactants are CC(CCCCC)=O (2-heptanone), C[Si](OC(C)=O)(OC(C)=O)C (dimethyldiacetoxysilane), high density polyethylene, CS(=O)C (dimethylsulfoxide). Procedure: 0.0126 g tetramethylammonium acetate (Aldrich Chemical Company, Milwaukee, Wis. 53201), were added to 1.247 g dimethylsulfoxide, the mix was stirred until dissolution, then 44.24 g of 2-heptanone (Ultra Pure Solutions Inc., Castroville, Calif. 85012), and 4.49 g of dimethyldiacetoxysilane (Gelest, Tullytone, Pa. 19007) were added in a 60 ml particle free high density polyethylene bottle. The solution was mixed vigorously for one minute. After mixing, the diluted precursor was hand filtered to 0.... Reagents/catalysts: C(C)(=O)[O-].C[N+](C)(C)C (tetramethylammonium acetate). Yields the product CC(CCCCC)=O.CS(=O)C (2-Heptanone Dimethylsulfoxide). Reaction SMILES: [CH3:1][S:2]([CH3:4])=[O:3].[CH3:5][C:6](=[O:12])[CH2:7][CH2:8][CH2:9][CH2:10][CH3:11].C[Si](C)(OC(=O)C)OC(=O)C>C([O-])(=O)C.C[N+](C)(C)C.N#N>[CH3:5][C:6](=[O:12])[CH2:7][CH2:8][CH2:9][CH2:10][CH3:11].[CH3:1][S:2]([CH3:4])=[O:3] |f:3.4,6.7|. Solvent: N#N (N2). Reactants: FC=1C(=C2CC(NC2=CC1)=O)I (1,3-dihydro-5-fluoro-4-iodo-2H-indol-2-one), FC=1C(=C2CC(NC2=CC1)=O)I (1,3-dihydro-5-fluoro-4-iodo-2H-indol-2-one), O (water). Solvent: N1CCCCC1 (piperidine), CC(C)O (2-propanol). Reaction conditions: temperature 85 celsius. The product is FC=1C(=C2/C(/C(NC2=CC1)=O)=C/C=1NC=CC1)I ((Z)-1,3-Dihydro-5-fluoro-4-iodo-3-[(1H-pyrrol-2-yl)methylene]-2H-indol-2-one). As a reaction SMILES: [F:1][C:2]1[C:3]([I:12])=[C:4]2[C:8](=[CH:9][CH:10]=1)[NH:7][C:6](=[O:11])[CH2:5]2.O>N1CCCCC1.CC(O)C>[F:1][C:2]1[C:3]([I:12])=[C:4]2[C:8](=[CH:9][CH:10]=1)[NH:7][C:6](=[O:11])/[C:5]/2=[CH:9]\[C:8]1[NH:7][CH:6]=[CH:5][CH:4]=1. Procedure: A mixture of 1,3-dihydro-5-fluoro-4-iodo-2H-indol-2-one (1.40 g, 5.05 mmol) (see Starting Material 10), and excess 2-pyrrolecarboxyaldehyde (0.60 g, 6.3 mmol) (Aldrich) in 1% piperidine in 2-propanol (20 mL) was heated at 85° C. for 2.25 h. Hot water (20 mL) was added. On cooling, the crystallized product was filtered off, washed with aqueous 2-propanol and dried. (Yield 1.50 g, 84%).